From a dataset of the Open Reaction Database (ORD), a public repository of structured organic reaction records. describe an organic reaction: reactants, conditions, products, and yield Starting materials: c1ccc(NCC2CCCN2)cc1, COC(=O)COCO, c1ccccc1. The product is COC(=O)C1N(c2ccccc2)CC2CCCN21. As a reaction SMILES: [NH:1]([c:2]1[cH:3][cH:4][cH:5][cH:6][cH:7]1)[CH2:8][CH:9]1[NH:10][CH2:11][CH2:12][CH2:13]1.[OH:14][CH2:15][O:16][CH2:17][C:18](=[O:19])[O:20][CH3:21].[cH:22]1[cH:23][cH:24][cH:25][cH:26][cH:27]1>>[N:1]1([c:2]2[cH:3][cH:4][cH:5][cH:6][cH:7]2)[CH2:8][CH:9]2[N:10]([CH2:11][CH2:12][CH2:13]2)[CH:17]1[C:18](=[O:19])[O:20][CH3:21]. Reactants: CCCC(N)C(=O)OC, O=C(O)CNc1ccc(Cl)c(Cl)c1, Cl. Yields the product CCCC(NC(=O)CNc1ccc(Cl)c(Cl)c1)C(=O)OC. RXN SMILES: [CH3:15][O:16][C:17]([CH:18]([NH2:19])[CH2:20][CH2:21][CH3:22])=[O:23].[Cl:1][c:2]1[cH:3][c:4]([NH:9][CH2:10][C:11](=[O:12])[OH:13])[cH:5][cH:6][c:7]1[Cl:8].[ClH:14]>>[Cl:1][c:2]1[cH:3][c:4]([NH:9][CH2:10][C:11](=[O:13])[NH:19][CH:18]([C:17]([O:16][CH3:15])=[O:23])[CH2:20][CH2:21][CH3:22])[cH:5][cH:6][c:7]1[Cl:8].